Dataset: the Open Reaction Database (ORD), a public repository of structured organic reaction records. Task: describe an organic reaction: reactants, conditions, products, and yield Solvent: CCOCC (ether). Reported procedure: The starting substance is prepared as follows: 15.4 g (0.1 mole) of 2-cyano-quinoline are dissolved in 200 ml of anhydrous ether, and a Grignard reagent prepared from 2.5 g (0.13 moles) of 4-chloro-bromobenzene and 3.16 g (0.13 moles) of magnesium metal are added. The reaction mixture is allowed to stand overnight, thereafter it is poured into a mixture of 15 g of ammonium bromide and ice, acidified with sulfuric acid and the organic phase is separated. After evaporating the ether the product th... Reactants: Grignard reagent, ClC1=CC=C(C=C1)Br (4-chloro-bromobenzene), [Mg] (magnesium), [Br-].[NH4+] (ammonium bromide), C(#N)C1=NC2=CC=CC=C2C=C1 (2-cyano-quinoline), S(O)(O)(=O)=O (sulfuric acid). Reaction SMILES: [C:1]([C:3]1[CH:12]=[CH:11][C:10]2[C:5](=[CH:6][CH:7]=[CH:8][CH:9]=2)[N:4]=1)#N.[Cl:13][C:14]1[CH:19]=[CH:18][C:17](Br)=[CH:16][CH:15]=1.[Mg].[Br-].[NH4+].S(=O)(=O)(O)[OH:25]>CCOCC>[Cl:13][C:14]1[CH:19]=[CH:18][C:17]([C:1]([C:3]2[CH:12]=[CH:11][C:10]3[C:5](=[CH:6][CH:7]=[CH:8][CH:9]=3)[N:4]=2)=[O:25])=[CH:16][CH:15]=1 |f:3.4|. Isolated yield 89.0%. Product: ClC1=CC=C(C(=O)C2=NC3=CC=CC=C3C=C2)C=C1 (2-(4-chlorobenzoyl)-quinoline). Run at time 8 hour. Reactants: CCC(CC)c1cc(C)nc2c(-c3sccc3C)c(C)nn12, ClCCl, O=C(O)C(F)(F)F, O=[N+]([O-])O. Reaction SMILES: [CH3:1][c:2]1[c:3](-[c:7]2[c:8]([CH3:22])[n:9][n:10]3[c:11]2[n:12][c:13]([CH3:21])[cH:14][c:15]3[CH:16]([CH2:17][CH3:18])[CH2:19][CH3:20])[s:4][cH:5][cH:6]1.[Cl:34][CH2:35][Cl:36].[OH:23][C:24]([C:25]([F:26])([F:27])[F:28])=[O:29].[OH:30][N+:31]([O-:32])=[O:33]>>[CH3:1][c:2]1[c:3](-[c:7]2[c:8]([CH3:22])[n:9][n:10]3[c:11]2[n:12][c:13]([CH3:21])[cH:14][c:15]3[CH:16]([CH2:17][CH3:18])[CH2:19][CH3:20])[s:4][c:5]([N+:31](=[O:30])[O-:32])[cH:6]1. Product: CCC(CC)c1cc(C)nc2c(-c3sc([N+](=O)[O-])cc3C)c(C)nn12.